This data is from the Open Reaction Database (ORD), a public repository of structured organic reaction records. The task is: describe an organic reaction: reactants, conditions, products, and yield Starting materials: N1C=CC2=CC=CC=C12 (indole), NCCC1=CC=C(C=C1)S(=O)(=O)N (4-(2-aminoethyl)benzenesulfonamide), C(C)(=O)O (acetic acid), C(C=O)(=O)OC (methyl glyoxylate). The solvent is CO (MeOH), CO (MeOH). Conditions: time 4 day. Product: O.NS(=O)(=O)C1=CC=C(C=C1)CCNC(C(=O)O)C1=CNC2=CC=CC=C12 (α-[2-(4-Aminosulfonylphenyl)ethylamino]-3-indoleacetic acid Hydrate). Isolated yield 63355.6%. RXN SMILES: [NH2:1][CH2:2][CH2:3][C:4]1[CH:9]=[CH:8][C:7]([S:10]([NH2:13])(=[O:12])=[O:11])=[CH:6][CH:5]=1.[C:14]([OH:17])(=[O:16])[CH3:15].C(OC)(=O)C=O.[NH:24]1[C:32]2[C:27](=[CH:28][CH:29]=[CH:30][CH:31]=2)[CH:26]=[CH:25]1>CO>[OH2:11].[NH2:13][S:10]([C:7]1[CH:6]=[CH:5][C:4]([CH2:3][CH2:2][NH:1][CH:15]([C:26]2[C:27]3[C:32](=[CH:31][CH:30]=[CH:29][CH:28]=3)[NH:24][CH:25]=2)[C:14]([OH:17])=[O:16])=[CH:9][CH:8]=1)(=[O:11])=[O:12] |f:5.6|. Reported procedure: To a stirred solution of 6.01 g (0.03 mmole) of 4-(2-aminoethyl)benzenesulfonamide and 2.5 mL (2.62 g 0.044 mole) of acetic acid in 150 mL of MeOH was added a solution of 2.64 g (0.03 mole) of methyl glyoxylate in 50 mL of MeOH followed by 2.93 g (0.025 mole) of indole. Initially a solution was obtained. Soon solid began separating. The resulting mixture was allowed to stand for four days. The solid was collected by filtration, washed with ether and dried give 3.72 g (38%) of the title compound ...